describe an organic reaction: reactants, conditions, products, and yield From a dataset of the Open Reaction Database (ORD), a public repository of structured organic reaction records. Reactants: Cl, NO, COC(=O)CC1CN(CCSc2cc(F)ccc2F)CCC1CCC(=O)c1c(F)cnc2ccc(OC)cc12, c1ccncc1. Product: COC(=O)CC1CN(CCSc2cc(F)ccc2F)CCC1CCC(=NO)c1c(F)cnc2ccc(OC)cc12. RXN SMILES: [ClH:1].[NH2:2][OH:3].[O:4]=[C:5]([CH2:6][CH2:7][CH:8]1[CH:9]([CH2:25][C:26](=[O:27])[O:28][CH3:29])[CH2:10][N:11]([CH2:14][CH2:15][S:16][c:17]2[c:18]([F:24])[cH:19][cH:20][c:21]([F:23])[cH:22]2)[CH2:12][CH2:13]1)[c:30]1[c:31]([F:42])[cH:32][n:33][c:34]2[cH:35][cH:36][c:37]([O:40][CH3:41])[cH:38][c:39]12.[cH:43]1[cH:44][cH:45][n:46][cH:47][cH:48]1>>[N:2]([OH:3])=[C:5]([CH2:6][CH2:7][CH:8]1[CH:9]([CH2:25][C:26](=[O:27])[O:28][CH3:29])[CH2:10][N:11]([CH2:14][CH2:15][S:16][c:17]2[c:18]([F:24])[cH:19][cH:20][c:21]([F:23])[cH:22]2)[CH2:12][CH2:13]1)[c:30]1[c:31]([F:42])[cH:32][n:33][c:34]2[cH:35][cH:36][c:37]([O:40][CH3:41])[cH:38][c:39]12. The reactants are ClC1=NC=CC(=C1)NC1=NC=CC(=N1)C1=CC(=NC=C1)Cl (N,4-bis(2-chloropyridin-4-yl)pyrimidin-2-amine), COCC(CC)N (1-methoxybutan-2-amine), ClCCl (dichloromethane). The solvent is CN1C(CCC1)=O (1-Methyl-2-pyrrolidinone). Yields the product ClC1=NC=CC(=C1)NC1=NC=CC(=N1)C1=CC(=NC=C1)NC(CC)COC (N-(2-chloropyridin-4-yl)-4-(2-{[1-(methoxymethyl)propyl]amino}pyridin-4-yl)pyrimidin-2-amine). Yield: 199.0%. As a reaction SMILES: [Cl:1][C:2]1[CH:7]=[C:6]([NH:8][C:9]2[N:14]=[C:13]([C:15]3[CH:20]=[CH:19][N:18]=[C:17](Cl)[CH:16]=3)[CH:12]=[CH:11][N:10]=2)[CH:5]=[CH:4][N:3]=1.[CH3:22][O:23][CH2:24][CH:25]([NH2:28])[CH2:26][CH3:27].ClCCl>CN1CCCC1=O>[Cl:1][C:2]1[CH:7]=[C:6]([NH:8][C:9]2[N:14]=[C:13]([C:15]3[CH:20]=[CH:19][N:18]=[C:17]([NH:28][CH:25]([CH2:24][O:23][CH3:22])[CH2:26][CH3:27])[CH:16]=3)[CH:12]=[CH:11][N:10]=2)[CH:5]=[CH:4][N:3]=1. Procedure: 300 mg of N,4-bis(2-chloropyridin-4-yl)pyrimidin-2-amine (0.94 mmol), 486 mg of 1-methoxybutan-2-amine (4.71 mmol), were heated at 240° C. for 90 minutes under micro-waves irradiation in 0.6 ml of 1-Methyl-2-pyrrolidinone. After cooling, the reaction mixture was poured into 10 ml of dichloromethane, washed twice with 5 ml of water. After drying over magnesium sulfate, filtration and concentration in vacuo, the crude product was chromatographed on silica (ethyl acetate/heptane) to yield 0.72 g of... Reactants: BrCc1ccccc1, CN(C)C=O, [H-], [Na+], O, COCCOCOCCCCCC(CO)CO. Yields the product COCCOCOCCCCCC(CO)COCc1ccccc1. Reaction SMILES: [Br:20][CH2:21][c:22]1[cH:23][cH:24][cH:25][cH:26][cH:27]1.[CH3:29][N:30]([CH3:31])[CH:32]=[O:33].[H-:18].[Na+:19].[OH2:28].[OH:1][CH2:2][CH:3]([CH2:4][OH:5])[CH2:6][CH2:7][CH2:8][CH2:9][CH2:10][O:11][CH2:12][O:13][CH2:14][CH2:15][O:16][CH3:17]>>[OH:1][CH2:2][CH:3]([CH2:4][O:5][CH2:21][c:22]1[cH:23][cH:24][cH:25][cH:26][cH:27]1)[CH2:6][CH2:7][CH2:8][CH2:9][CH2:10][O:11][CH2:12][O:13][CH2:14][CH2:15][O:16][CH3:17]. Reactants: NC=1C2=C(N=CN1)N(C=C2Br)C2CCN(CC2)C(=O)OC(C)(C)C (1,1-dimethylethyl 4-(4-amino-5-bromo-7H-pyrrolo[2,3-d]pyrimidin-7-yl)-1-piperidinecarboxylate), CC=1C=C(C=CC1)CC(=O)N1CCC2=CC(=CC=C12)B1OC(C(O1)(C)C)(C)C (1-[(3-methylphenyl)acetyl]-5-(4,4,5,5-tetramethyl-1,3,2-dioxaborolan-2-yl)-2,3-dihydro-1H-indole), C(=O)(O)[O-].[Na+] (NaHCO3). The reagents and catalysts are C=1C=CC(=CC1)[P](C=2C=CC=CC2)(C=3C=CC=CC3)[Pd]([P](C=4C=CC=CC4)(C=5C=CC=CC5)C=6C=CC=CC6)([P](C=7C=CC=CC7)(C=8C=CC=CC8)C=9C=CC=CC9)[P](C=1C=CC=CC1)(C=1C=CC=CC1)C=1C=CC=CC1 (Pd(Ph3P)4). Run in O (water), O1CCOCC1 (1,4-Dioxane). Reaction conditions: temperature 100 celsius. The product is NC=1C2=C(N=CN1)N(C=C2C=2C=C1CCN(C1=CC2)C(CC2=CC(=CC=C2)C)=O)C2CCN(CC2)C(=O)OC(C)(C)C (1,1-dimethylethyl 4-(4-amino-5-{1-[(3-methylphenyl)acetyl]-2,3-dihydro-1H-indol-5-yl}-7H-pyrrolo[2,3-d]pyrimidin-7-yl)-1-piperidinecarboxylate). The yield is 80.4%. As a reaction SMILES: [NH2:1][C:2]1[C:3]2[C:10](Br)=[CH:9][N:8]([CH:12]3[CH2:17][CH2:16][N:15]([C:18]([O:20][C:21]([CH3:24])([CH3:23])[CH3:22])=[O:19])[CH2:14][CH2:13]3)[C:4]=2[N:5]=[CH:6][N:7]=1.[CH3:25][C:26]1[CH:27]=[C:28]([CH2:32][C:33]([N:35]2[C:43]3[C:38](=[CH:39][C:40](B4OC(C)(C)C(C)(C)O4)=[CH:41][CH:42]=3)[CH2:37][CH2:36]2)=[O:34])[CH:29]=[CH:30][CH:31]=1.C([O-])(O)=O.[Na+]>O1CCOCC1.O.C1C=CC([P]([Pd]([P](C2C=CC=CC=2)(C2C=CC=CC=2)C2C=CC=CC=2)([P](C2C=CC=CC=2)(C2C=CC=CC=2)C2C=CC=CC=2)[P](C2C=CC=CC=2)(C2C=CC=CC=2)C2C=CC=CC=2)(C2C=CC=CC=2)C2C=CC=CC=2)=CC=1>[NH2:1][C:2]1[C:3]2[C:10]([C:40]3[CH:39]=[C:38]4[C:43](=[CH:42][CH:41]=3)[N:35]([C:33](=[O:34])[CH2:32][C:28]3[CH:29]=[CH:30][CH:31]=[C:26]([CH3:25])[CH:27]=3)[CH2:36][CH2:37]4)=[CH:9][N:8]([CH:12]3[CH2:17][CH2:16][N:15]([C:18]([O:20][C:21]([CH3:24])([CH3:23])[CH3:22])=[O:19])[CH2:14][CH2:13]3)[C:4]=2[N:5]=[CH:6][N:7]=1 |f:2.3,^1:68,70,89,108|. Reported procedure: To 1,1-dimethylethyl 4-(4-amino-5-bromo-7H-pyrrolo[2,3-d]pyrimidin-7-yl)-1-piperidinecarboxylate (200 mg, 0.505 mmol), and 1-[(3-methylphenyl)acetyl]-5-(4,4,5,5-tetramethyl-1,3,2-dioxaborolan-2-yl)-2,3-dihydro-1H-indole (228 mg, 0.606 mmol) dissolved in 1,4-Dioxane (4 mL) was added saturated aqueous NaHCO3 (2 mL). The mixture was then bubbled with N2 gas for 10 minutes and then Pd(Ph3P)4 (58.3 mg, 0.050 mmol) was added and then bubbled for 5 additional minutes. Then reaction was then capped and ... Starting materials: [Na] (sodium), C(=O)C1C(=O)OC(C1)C1=CC=C(C=C1)F (α-formyl-γ-(4-fluorophenyl)-γ-butyrolactone), [BH4-].[Na+] (sodium borohydride). Run in CO (methanol). Yields the product FC1=CC=C(C=C1)C1OCC(C1)CO (2-(4-fluorophenyl)-4-(hydroxymethyl)tetrahydrofuran). RXN SMILES: [Na].[CH:2]([CH:4]1[CH2:9][CH:8]([C:10]2[CH:15]=[CH:14][C:13]([F:16])=[CH:12][CH:11]=2)[O:7][C:5]1=O)=[O:3].[BH4-].[Na+]>CO>[F:16][C:13]1[CH:12]=[CH:11][C:10]([CH:8]2[CH2:9][CH:4]([CH2:2][OH:3])[CH2:5][O:7]2)=[CH:15][CH:14]=1 |f:2.3,^1:0|. Procedure: To a suspension of 200 g of sodium salt of α-formyl-γ-(4-fluorophenyl)-γ-butyrolactone in 1.5 liters of methanol is added slowly 70 g of sodium borohydride with stirring. The mixture is stirred at room temperature for 18 hours, and the methanol is then distilled off under reduced pressure. The residue is dissolved in 1 liter of water, and the solution is adjusted to pH 1 with concentrated sulfuric acid and heated under reflux for 1 hour. After cooling, the solution is adjusted to pH 11-12 with 4... Reactants: COC(COC1=CC=C2C(C(=COC2=C1)C1=CC=C(C=C1)OCC(=O)OC)=O)=O ([3-(4-Methoxycarbonylmethoxy-phenyl)-4-oxo-4H-chromen-7-yloxy]-acetic acid methyl ester). The solvent is Cl (hydrochloric acid). Conditions: temperature 90 celsius. Yields the product C(=O)(O)COC1=CC=C(C=C1)C1=COC2=CC(=CC=C2C1=O)OCC(=O)O ([3-(4-Carboxymethoxy-phenyl)-4-oxo-4H-chromen-7-yloxy]-acetic acid). The yield is 85.7%. Reaction SMILES: C[O:2][C:3](=[O:29])[CH2:4][O:5][C:6]1[CH:15]=[C:14]2[C:9]([C:10](=[O:28])[C:11]([C:16]3[CH:21]=[CH:20][C:19]([O:22][CH2:23][C:24]([O:26]C)=[O:25])=[CH:18][CH:17]=3)=[CH:12][O:13]2)=[CH:8][CH:7]=1>Cl>[C:24]([CH2:23][O:22][C:19]1[CH:18]=[CH:17][C:16]([C:11]2[C:10](=[O:28])[C:9]3[C:14](=[CH:15][C:6]([O:5][CH2:4][C:3]([OH:29])=[O:2])=[CH:7][CH:8]=3)[O:13][CH:12]=2)=[CH:21][CH:20]=1)([OH:26])=[O:25]. Procedure: To mixture of [3-(4-Methoxycarbonylmethoxy-phenyl)-4-oxo-4H-chromen-7-yloxy]-acetic acid methyl ester 52 (45 grams, 113.5 mmol) and concentrated hydrochloric acid (250 mL) was heated at 90° C. for 5 hours. The reaction mixture was cooled to room temperature and poured onto ice water (250 mL), filtered the solids, washed with water, methanol and dried. Crude 97 was recrystallized from Dimethyl formamide and Precipitated with water to give pure 97 (36 grams, 86.1%) as a white powder. M.p: 270-272.... Starting materials: Cn1nccc1-c1csc(C(=O)O)c1, CCN(C(C)C)C(C)C, ClC(Cl)Cl, NC(Cc1c(F)cccc1F)C(=O)O, NC(Cc1ccc(F)cc1F)CN1C(=O)c2ccccc2C1=O. Yields the product Cn1nccc1-c1csc(C(=O)NC(Cc2ccc(F)cc2F)CN2C(=O)c3ccccc3C2=O)c1. RXN SMILES: [CH3:1][n:2]1[n:3][cH:4][cH:5][c:6]1-[c:7]1[cH:8][c:9]([C:12](=[O:13])[OH:14])[s:10][cH:11]1.[CH:52]([N:53]([CH2:54][CH3:55])[CH:56]([CH3:57])[CH3:58])([CH3:59])[CH3:60].[CH:61]([Cl:62])([Cl:63])[Cl:64].[F:38][c:39]1[cH:40][cH:41][cH:42][c:43]([F:44])[c:45]1[CH2:46][CH:47]([C:48]([OH:49])=[O:50])[NH2:51].[NH2:15][CH:16]([CH2:17][N:18]1[C:19](=[O:28])[c:20]2[cH:21][cH:22][cH:23][cH:24][c:25]2[C:26]1=[O:27])[CH2:29][c:30]1[c:31]([F:37])[cH:32][c:33]([F:36])[cH:34][cH:35]1>>[CH3:1][n:2]1[n:3][cH:4][cH:5][c:6]1-[c:7]1[cH:8][c:9]([C:12](=[O:14])[NH:15][CH:16]([CH2:17][N:18]2[C:19](=[O:28])[c:20]3[cH:21][cH:22][cH:23][cH:24][c:25]3[C:26]2=[O:27])[CH2:29][c:30]2[c:31]([F:37])[cH:32][c:33]([F:36])[cH:34][cH:35]2)[s:10][cH:11]1. The reactants are COc1cc2c(cc1S(=O)(=O)Cl)CCN(C(C)=O)CC2c1ccccc1, ClCCl, [NH4+], [OH-]. The product is COc1cc2c(cc1S(N)(=O)=O)CCN(C(C)=O)CC2c1ccccc1. As a reaction SMILES: [C:1]([CH3:2])(=[O:3])[N:4]1[CH2:5][CH2:6][c:7]2[c:8]([cH:17][c:18]([O:25][CH3:26])[c:19]([S:21](=[O:22])(=[O:23])[Cl:24])[cH:20]2)[CH:9]([c:11]2[cH:12][cH:13][cH:14][cH:15][cH:16]2)[CH2:10]1.[CH2:29]([Cl:30])[Cl:31].[NH4+:27].[OH-:28]>>[C:1]([CH3:2])(=[O:3])[N:4]1[CH2:5][CH2:6][c:7]2[c:8]([cH:17][c:18]([O:25][CH3:26])[c:19]([S:21](=[O:22])(=[O:23])[NH2:27])[cH:20]2)[CH:9]([c:11]2[cH:12][cH:13][cH:14][cH:15][cH:16]2)[CH2:10]1. The reactants are C1CCOC1, O=[N+]([O-])c1cccnc1F, [H-], [Na+], OC1CCOCC1, O. The product is O=[N+]([O-])c1cccnc1OC1CCOCC1. As a reaction SMILES: [CH2:21]1[O:22][CH2:23][CH2:24][CH2:25]1.[F:10][c:11]1[n:12][cH:13][cH:14][cH:15][c:16]1[N+:17](=[O:18])[O-:19].[H-:8].[Na+:9].[O:1]1[CH2:2][CH2:3][CH:4]([OH:7])[CH2:5][CH2:6]1.[OH2:20]>>[O:1]1[CH2:2][CH2:3][CH:4]([O:7][c:11]2[n:12][cH:13][cH:14][cH:15][c:16]2[N+:17](=[O:18])[O-:19])[CH2:5][CH2:6]1. Reactants: CO, CCOCC, CCCCCC, CCOC(C)=O, Cl, [Na+], COC(=O)C1CC(NCc2cc3c(cn2)OCCO3)CCN1CCn1c(=O)cnc2ccc(OC)cc21, [OH-], O. The product is COc1ccc2ncc(=O)n(CCN3CCC4CC3C(=O)N4Cc3cc4c(cn3)OCCO4)c2c1. RXN SMILES: [CH3:1][OH:2].[CH3:43][CH2:44][O:45][CH2:46][CH3:47].[CH3:48][CH2:49][CH2:50][CH2:51][CH2:52][CH3:53].[CH3:54][CH2:55][O:56][C:57](=[O:58])[CH3:59].[ClH:42].[Na+:41].[O:3]1[CH2:4][CH2:5][O:6][c:7]2[cH:8][n:9][c:10]([CH2:13][NH:14][CH:15]3[CH2:16][CH:17]([C:36]([O:38][CH3:37])=[O:39])[N:18]([CH2:21][CH2:22][n:23]4[c:24](=[O:35])[cH:25][n:26][c:27]5[cH:28][cH:29][c:30]([O:33][CH3:34])[cH:31][c:32]45)[CH2:19][CH2:20]3)[cH:11][c:12]21.[OH-:40].[OH2:60]>>[O:3]1[CH2:4][CH2:5][O:6][c:7]2[cH:8][n:9][c:10]([CH2:13][N:14]3[CH:15]4[CH2:16][CH:17]([N:18]([CH2:21][CH2:22][n:23]5[c:24](=[O:35])[cH:25][n:26][c:27]6[cH:28][cH:29][c:30]([O:33][CH3:34])[cH:31][c:32]56)[CH2:19][CH2:20]4)[C:36]3=[O:38])[cH:11][c:12]21.